Dataset: the Open Reaction Database (ORD), a public repository of structured organic reaction records. Task: describe an organic reaction: reactants, conditions, products, and yield Reactants: C(C)(=O)NC1CCN(CC1)C=1C(=NC2=CC=C(C=C2N1)C(=O)OC)C1=CC=CC=C1 (methyl 3-(4-acetamidopiperidin-1-yl)-2-phenylquinoxaline-6-carboxylate), CO (methanol), ClCCl (dichloromethane), [OH-].[Na+] (sodium hydroxide). The solvent is O (water). Reaction conditions: time 3 hour. Yields the product C(C)(=O)NC1CCN(CC1)C=1C(=NC2=CC=C(C=C2N1)C(=O)O)C1=CC=CC=C1 (3-(4-Acetamidopiperidin-1-yl)-2-phenylquinoxaline-6-carboxylic acid). As a reaction SMILES: [C:1]([NH:4][CH:5]1[CH2:10][CH2:9][N:8]([C:11]2[C:12]([C:25]3[CH:30]=[CH:29][CH:28]=[CH:27][CH:26]=3)=[N:13][C:14]3[C:19]([N:20]=2)=[CH:18][C:17]([C:21]([O:23]C)=[O:22])=[CH:16][CH:15]=3)[CH2:7][CH2:6]1)(=[O:3])[CH3:2].CO.ClCCl.[OH-].[Na+]>O>[C:1]([NH:4][CH:5]1[CH2:6][CH2:7][N:8]([C:11]2[C:12]([C:25]3[CH:26]=[CH:27][CH:28]=[CH:29][CH:30]=3)=[N:13][C:14]3[C:19]([N:20]=2)=[CH:18][C:17]([C:21]([OH:23])=[O:22])=[CH:16][CH:15]=3)[CH2:9][CH2:10]1)(=[O:3])[CH3:2] |f:3.4|. Procedure details: Into a 100-mL round-bottom flask was placed methyl 3-(4-acetamidopiperidin-1-yl)-2-phenylquinoxaline-6-carboxylate (100 mg, 0.25 mmol, 1.00 equiv), methanol (15 mL), dichloromethane (7 mL). To this was added a solution of sodium hydroxide (1.5 g, 37.50 mmol, 151.50 equiv) in water (7 mL). The resulting solution was stirred for 3 h at room temperature. The resulting mixture was concentrated under vacuum and diluted with 10 ml of H2O. The pH of the aqueous solution was adjusted to 3 with hydrochlo... Reactants: BrC=1C(=NOC1C1=CC=CC=C1)C(=O)OC (methyl 4-bromo-5-phenylisoxazole-3-carboxylate), [F-].[K+] (potassium fluoride), C(CCC)[Sn](C(=C)OCC)(CCCC)CCCC (tributyl(1-ethoxyvinyl)tin), Cl (hydrochloric acid). Solvent: O (water), O1CCOCC1 (dioxane), C(C)(=O)OCC (ethyl acetate). Reaction conditions: temperature 100 celsius, time 1 hour. Product: C(C)(=O)C=1C(=NOC1C1=CC=CC=C1)C(=O)OC (methyl 4-acetyl-5-phenylisoxazole-3-carboxylate). RXN SMILES: Br[C:2]1[C:3]([C:13]([O:15][CH3:16])=[O:14])=[N:4][O:5][C:6]=1[C:7]1[CH:12]=[CH:11][CH:10]=[CH:9][CH:8]=1.C([Sn](CCCC)(CCCC)[C:22]([O:24]CC)=[CH2:23])CCC.Cl.[F-].[K+]>O1CCOCC1.C(OCC)(=O)C.O>[C:22]([C:2]1[C:3]([C:13]([O:15][CH3:16])=[O:14])=[N:4][O:5][C:6]=1[C:7]1[CH:12]=[CH:11][CH:10]=[CH:9][CH:8]=1)(=[O:24])[CH3:23] |f:3.4|. Reported procedure: A solution of methyl 4-bromo-5-phenylisoxazole-3-carboxylate (358 mg, 1.269 mmol, prepared in a similar manner as described in step 9-B) and tributyl(1-ethoxyvinyl)tin (0.858 mL, 2.54 mmol) in dioxane (5 mL) was heated at 100° C. for 24 h. To the reaction mixture was added 1N aqueous hydrochloric acid (2.54 mL, 2.54 mmol), and the mixture was stirred at room temperature for 1 h. The reaction mixture was diluted with ethyl acetate (100 mL), washed with water (30 mL), washed with a saturated aqueo... Starting materials: NiBr2, ClC1=C(C=CC=C1)C (2-chlorotoluene), C(C)(C)(C)[Mg]Cl (t-butylmagnesium chloride), magnesium salts, Grignard reagent, C1CCOC1 (THF). Product: CC1=C(C=CC=C1)C1=C(C=CC=C1)C (2,2'-Dimethyl-1,1'-biphenyl). Reaction SMILES: [C:1]([Mg]Cl)([CH3:4])([CH3:3])[CH3:2].Cl[C:8]1[CH:13]=[CH:12][CH:11]=[CH:10][C:9]=1[CH3:14].[CH2:15]1[CH2:19]OC[CH2:16]1>>[CH3:2][C:1]1[CH:4]=[CH:19][CH:15]=[CH:16][C:3]=1[C:8]1[CH:13]=[CH:12][CH:11]=[CH:10][C:9]=1[CH3:14]. Procedure: All of the following runs were made with 1 mmol NiBr2 and 24 mmol t-butylmagnesium chloride in THF at reflux for 16 hours. Protic ligands were converted to their magnesium salts by the addition of an equivalent amount of a Grignard reagent prior to addition of 2-chlorotoluene.